From a dataset of the Open Reaction Database (ORD), a public repository of structured organic reaction records. describe an organic reaction: reactants, conditions, products, and yield Reactants: ClC1=NC=C(C(=C1)OC(C)C)[N+](=O)[O-] (2-chloro-5-nitro-4-(propan-2-yloxy)pyridine), O1CCOCC1 (1,4-dioxane). Reaction conditions: temperature 100 celsius. Product: CN1CCC(=CC1)C1=NC=C(C(=C1)OC(C)C)[N+](=O)[O-] (1′-methyl-5-nitro-4-(propan-2-yloxy)-1′,2′,3′,6′-tetrahydro-2,4′-bipyridine). Reaction SMILES: Cl[C:2]1[CH:7]=[C:6]([O:8][CH:9]([CH3:11])[CH3:10])[C:5]([N+:12]([O-:14])=[O:13])=[CH:4][N:3]=1.O1[CH2:20][CH2:19]OCC1>>[CH3:4][N:3]1[CH2:20][CH:19]=[C:6]([C:2]2[CH:7]=[C:6]([O:8][CH:9]([CH3:11])[CH3:10])[C:5]([N+:12]([O-:14])=[O:13])=[CH:4][N:3]=2)[CH2:7][CH2:2]1. Procedure details: 800 mg of 2-chloro-5-nitro-4-(propan-2-yloxy)pyridine are introduced into 62 ml of 1,4-dioxane. After sparging for 10 min with argon in the reaction mixture, 1.25 g of 1-methyl-4-(4,4,5,5-tetramethyl-1,3,2-dioxaborolan-2-yl)-1,2,3,6-tetrahydropyridine hydrochloride, 6.02 g of caesium carbonate, 6.2 ml of water and 467 mg of bis(triphenylphosphine)palladium(II) dichloride are added. The reaction mixture is heated at 100° C. for 16 h. After cooling, the mixture is run into water and extracted with... Reactants: O=S(=O)(Cl)c1ccc(CBr)cc1, O=C([O-])[O-], C1CCOC1, CN, [K+], [K+]. Product: CNS(=O)(=O)c1ccc(CBr)cc1. As a reaction SMILES: [Br:1][CH2:2][c:3]1[cH:4][cH:5][c:6]([S:9](=[O:10])(=[O:11])[Cl:12])[cH:7][cH:8]1.[C:13](=[O:14])([O-:15])[O-:16].[CH2:21]1[O:22][CH2:23][CH2:24][CH2:25]1.[CH3:19][NH2:20].[K+:17].[K+:18]>>[Br:1][CH2:2][c:3]1[cH:4][cH:5][c:6]([S:9](=[O:10])(=[O:11])[NH:20][CH3:19])[cH:7][cH:8]1. RXN SMILES: [Cl:3][CH2:4][CH2:5][O:6][c:7]1[c:8](-[n:18]2[n:19][n:20][c:21]([C:23](=[O:24])[NH:25][CH:26]3[CH2:27][CH2:28]3)[cH:22]2)[cH:9][cH:10][c:11]([C:13](=[O:14])[NH:15][CH2:16][CH3:17])[cH:12]1.[H-:1].[Na+:2].[O:30]=[CH:31][N:32]([CH3:33])[CH3:34].[OH2:29]>>[CH2:4]=[CH:5][O:6][c:7]1[c:8](-[n:18]2[n:19][n:20][c:21]([C:23](=[O:24])[NH:25][CH:26]3[CH2:27][CH2:28]3)[cH:22]2)[cH:9][cH:10][c:11]([C:13](=[O:14])[NH:15][CH2:16][CH3:17])[cH:12]1. Starting materials: CCNC(=O)c1ccc(-n2cc(C(=O)NC3CC3)nn2)c(OCCCl)c1, [H-], [Na+], CN(C)C=O, O. The product is C=COc1cc(C(=O)NCC)ccc1-n1cc(C(=O)NC2CC2)nn1. Reactants: Cc1ccc(CCO)cc1, Fc1cccc2c(Cl)ncnc12, [H-], [Na+], CN(C)C=O, O. The product is Cc1ccc(CCOc2ncnc3c(F)cccc23)cc1. As a reaction SMILES: [CH3:15][c:16]1[cH:17][cH:18][c:19]([CH2:22][CH2:23][OH:24])[cH:20][cH:21]1.[Cl:3][c:4]1[n:5][cH:6][n:7][c:8]2[c:9]([F:14])[cH:10][cH:11][cH:12][c:13]12.[H-:1].[Na+:2].[O:26]=[CH:27][N:28]([CH3:29])[CH3:30].[OH2:25]>>[c:4]1([O:24][CH2:23][CH2:22][c:19]2[cH:18][cH:17][c:16]([CH3:15])[cH:21][cH:20]2)[n:5][cH:6][n:7][c:8]2[c:9]([F:14])[cH:10][cH:11][cH:12][c:13]12. The reactants are COCc1cc([N+](=O)[O-])ccc1O, CC(C)=O, [Ca+2], NC(=O)CCl, [I-], [K+], O=C([O-])[O-], O. Product: COCc1cc([N+](=O)[O-])ccc1OCC(N)=O. As a reaction SMILES: [CH3:1][O:2][CH2:3][c:4]1[c:5]([OH:13])[cH:6][cH:7][c:8]([N+:10](=[O:11])[O-:12])[cH:9]1.[CH3:27][C:28](=[O:29])[CH3:30].[Ca+2:19].[Cl:14][CH2:15][C:16](=[O:17])[NH2:18].[I-:25].[K+:24].[O-:20][C:21](=[O:22])[O-:23].[OH2:26]>>[CH3:1][O:2][CH2:3][c:4]1[c:5]([O:13][CH2:15][C:16](=[O:17])[NH2:18])[cH:6][cH:7][c:8]([N+:10](=[O:11])[O-:12])[cH:9]1. Starting materials: COC=1C=C(C=C2C=C(NC12)C(=O)N)OC=1C=NC(=CC1)COC (7-methoxy-5-{[6-(methoxymethyl)pyridin-3-yl]oxy}-1H-indole-2-carboxamide), COC=1C=CC(=CC1)P2(=S)SP(=S)(S2)C=3C=CC(=CC3)OC (Lawesson's reagent). The solvent is O1CCCC1 (tetrahydrofuran). Conditions: temperature 50 celsius, time 2 hour. The product is COC=1C=C(C=C2C=C(NC12)C(N)=S)OC=1C=NC(=CC1)COC (7-Methoxy-5-{[6-(methoxymethyl)pyridin-3-yl]oxy}-1H-indole-2-carbothioamide). The yield is 104.5%. Reaction SMILES: [CH3:1][O:2][C:3]1[CH:4]=[C:5]([O:15][C:16]2[CH:17]=[N:18][C:19]([CH2:22][O:23][CH3:24])=[CH:20][CH:21]=2)[CH:6]=[C:7]2[C:11]=1[NH:10][C:9]([C:12]([NH2:14])=O)=[CH:8]2.COC1C=CC(P2(SP(C3C=CC(OC)=CC=3)(=S)S2)=[S:34])=CC=1>O1CCCC1>[CH3:1][O:2][C:3]1[CH:4]=[C:5]([O:15][C:16]2[CH:17]=[N:18][C:19]([CH2:22][O:23][CH3:24])=[CH:20][CH:21]=2)[CH:6]=[C:7]2[C:11]=1[NH:10][C:9]([C:12](=[S:34])[NH2:14])=[CH:8]2. Reported procedure: To a solution of 7-methoxy-5-{[6-(methoxymethyl)pyridin-3-yl]oxy}-1H-indole-2-carboxamide (1.86 g) in tetrahydrofuran (40 mL) was added Lawesson's reagent (2.3 g), and the mixture was stirred at 50° C. for 2 h. The mixture was concentrated under reduced pressure. The residue was dissolved in ethyl acetate and the mixture was washed with saturated brine, dried over magnesium sulfate, filtered and concentrated. The residue was purified by basic silica gel column chromatography (ethyl acetate/hexan...